Dataset: the Open Reaction Database (ORD), a public repository of structured organic reaction records. Task: describe an organic reaction: reactants, conditions, products, and yield Reactants: OC1=CC=C(C=C2C(NC3=NC=CC=C23)=O)C=C1 (3-(4-hydroxybenzylidene)-7-azaoxindole), C(CO)(=O)Cl (glycoloyl chloride), ice water. The solvent is N1=CC=CC=C1 (pyridine). Reaction conditions: time 4 hour. The product is C(CO)(=O)OC1=CC=C(C=C1)C=C1C(NC2=NC=CC=C12)=O (3-[(4-glycoloyloxyphenyl)methylene]-7-azaoxindole). Yield: 60.0%. As a reaction SMILES: [OH:1][C:2]1[CH:18]=[CH:17][C:5]([CH:6]=[C:7]2[C:15]3[C:10](=[N:11][CH:12]=[CH:13][CH:14]=3)[NH:9][C:8]2=[O:16])=[CH:4][CH:3]=1.[C:19](Cl)(=[O:22])[CH2:20][OH:21]>N1C=CC=CC=1>[C:20]([O:1][C:2]1[CH:3]=[CH:4][C:5]([CH:6]=[C:7]2[C:15]3[C:10](=[N:11][CH:12]=[CH:13][CH:14]=3)[NH:9][C:8]2=[O:16])=[CH:17][CH:18]=1)(=[O:21])[CH2:19][OH:22]. Reported procedure: To a stirred solution of 3-(4-hydroxybenzylidene)-7-azaoxindole (2,383 g. 10 mmol) in pyridine (10 ml) was added gradually glycoloyl chloride (0.945 g, 10 mmol) at 0°-5° C. under cooling. The reaction mixture was stirred for about 4 h at 0°-5° C. and then for 15 h at room temperature. The mixture was poured onto an ice-water mixture, the precipitate filtered off, the residue washed thoroughly with water and then chromatographed on silica gel using CHCl3 --MeOH mixtures as eluant. Thus pure title... The reactants are acetate salt, NC1=C(C=C(C=N1)C=1C=CC2=C(CN(CCO2)C(=O)OC(C)(C)C)C1)[N+](=O)[O-] (tert-butyl 7-(6-amino-5-nitropyridin-3-yl)-2,3-dihydro-1,4-benzoxazepine-4(5H)-carboxylate), ClC1=NC=NC=C1 (4-chloropyrimidine). Yields the product C(C)NC=1NC=2C(=NC=C(C2)C=2C=CC3=C(CN(CCO3)C3=NC=NC=C3)C2)N1 (N-ethyl-6-(4-pyrimidin-4-yl-2,3,4,5-tetrahydro-1,4-benzoxazepin-7-yl)-1H-imidazo[4,5-b]pyridin-2-amine). Reaction SMILES: [NH2:1][C:2]1[N:7]=[CH:6][C:5]([C:8]2[CH:9]=[CH:10][C:11]3[O:17][CH2:16][CH2:15][N:14]([C:18](OC(C)(C)C)=O)[CH2:13][C:12]=3[CH:25]=2)=[CH:4][C:3]=1[N+:26]([O-])=O.ClC1[CH:35]=[CH:34][N:33]=[CH:32][N:31]=1>>[CH2:6]([NH:7][C:2]1[NH:26][C:3]2[C:2]([N:1]=1)=[N:7][CH:6]=[C:5]([C:8]1[CH:9]=[CH:10][C:11]3[O:17][CH2:16][CH2:15][N:14]([C:18]4[CH:35]=[CH:34][N:33]=[CH:32][N:31]=4)[CH2:13][C:12]=3[CH:25]=1)[CH:4]=2)[CH3:5]. Reported procedure: Prepared as an acetate salt according to the method of example 11 by using tert-butyl 7-(6-amino-5-nitropyridin-3-yl)-2,3-dihydro-1,4-benzoxazepine-4(5H)-carboxylate (Example 26) in step 1 and 4-chloropyrimidine in step 4. 1H NMR (400 MHz, DMSO-D6-d6) δ 8.13-8.06 (m, 1H), 7.61 (d, 1H), 7.45-7.41 (m, 2H), 7.37-7.30 (m, 2H), 7.19-7.12 (m, 2H), 6.98 (d, 1H), 6.68-6.62 (m, 1H), 5.05 (s, 2H), 4.43 (d, 2H), 4.20 (d, 2H), 3.35-3.28 (m, 2H), 2.46 (s, 3H), 1.89 (s, 4H), 1.18 (t, 3H); MS (EI) for C21H21N7...